describe an organic reaction: reactants, conditions, products, and yield From a dataset of the Open Reaction Database (ORD), a public repository of structured organic reaction records. Reactants: BrC1=CC(=C2C=CC3=CC(=CC4=CC=C1C2=C34)C(C)(C)C)Br (1,3-dibromo-7-t-butylpyrene), ClC1=CC=C(C=C1)B(O)O (4-chlorophenylboronic acid), C([O-])([O-])=O.[Na+].[Na+] (sodium carbonate), COCCOC (1,2-dimethoxyethane). The reagents and catalysts are Cl[Pd]([P](C1=CC=CC=C1)(C2=CC=CC=C2)C3=CC=CC=C3)([P](C4=CC=CC=C4)(C5=CC=CC=C5)C6=CC=CC=C6)Cl (bis(triphenylphosphine)dichloropalladium). The solvent is O (water). Reaction conditions: temperature 5 celsius, time 5 hour. Yields the product C(C)(C)(C)C=1C=C2C=CC3=C(C=C(C4=CC=C(C1)C2=C43)C4=CC=C(C=C4)Cl)C4=CC=C(C=C4)Cl (7-t-butyl-1,3-bis(4-chlorophenyl)pyrene). RXN SMILES: Br[C:2]1[C:15]2[C:16]3=[C:17]4[C:12](=[CH:13][CH:14]=2)[CH:11]=[C:10]([C:18]([CH3:21])([CH3:20])[CH3:19])[CH:9]=[C:8]4[CH:7]=[CH:6][C:5]3=[C:4](Br)[CH:3]=1.[Cl:23][C:24]1[CH:29]=[CH:28][C:27](B(O)O)=[CH:26][CH:25]=1.C(=O)([O-])[O-].[Na+].[Na+].CO[CH2:41][CH2:42]OC>Cl[Pd](Cl)([P](C1C=CC=CC=1)(C1C=CC=CC=1)C1C=CC=CC=1)[P](C1C=CC=CC=1)(C1C=CC=CC=1)C1C=CC=CC=1.O>[C:18]([C:10]1[CH:11]=[C:12]2[C:17]3=[C:16]4[C:15](=[C:2]([C:42]5[CH:41]=[CH:29][C:24]([Cl:23])=[CH:25][CH:26]=5)[CH:3]=[C:4]([C:27]5[CH:28]=[CH:29][C:24]([Cl:23])=[CH:25][CH:26]=5)[C:5]4=[CH:6][CH:7]=[C:8]3[CH:9]=1)[CH:14]=[CH:13]2)([CH3:19])([CH3:21])[CH3:20] |f:2.3.4,^1:47,66|. Reported procedure: Then, a mixed solution of 20.0 g of 1,3-dibromo-7-t-butylpyrene, 16.52 g of 4-chlorophenylboronic acid, 0.034 g of bis(triphenylphosphine)dichloropalladium, 106 ml of an aqueous 2M sodium carbonate solution and 240 ml of 1,2-dimethoxyethane was heated and stirred for about 5 hours under a nitrogen stream and under refluxing, and this was cooled to 5° C. After 240 ml of water was added, and the precipitated solid was filtered, the solid was washed with 125 ml of water two times and 125 ml of meth... The reactants are O=C1CCC(=O)N1Br, O=C(OOC(=O)c1ccccc1)c1ccccc1, ClC(Cl)(Cl)Cl, CCOC(=O)C=C(C)Oc1cccc(OC)c1. Yields the product CCOC(=O)C=C(CBr)Oc1cccc(OC)c1. Reaction SMILES: [Br:18][N:19]1[C:20](=[O:21])[CH2:22][CH2:23][C:24]1=[O:25].[C:26]([O:27][O:28][C:29](=[O:30])[c:31]1[cH:32][cH:33][cH:34][cH:35][cH:36]1)(=[O:37])[c:38]1[cH:39][cH:40][cH:41][cH:42][cH:43]1.[C:44]([Cl:45])([Cl:46])([Cl:47])[Cl:48].[CH2:1]([CH3:2])[O:3][C:4]([CH:5]=[C:6]([CH3:7])[O:8][c:9]1[cH:10][c:11]([O:15][CH3:16])[cH:12][cH:13][cH:14]1)=[O:17]>>[CH2:1]([CH3:2])[O:3][C:4]([CH:5]=[C:6]([CH2:7][Br:18])[O:8][c:9]1[cH:10][c:11]([O:15][CH3:16])[cH:12][cH:13][cH:14]1)=[O:17]. Starting materials: C(C(C)(C)C)(=O)Cl (pivaloyl chloride), N,N-dimethylaminopyridine, Cl.BrC1=CC(=C(N)C(=C1)Cl)Cl (4-bromo-2,6-dichloroaniline hydrochloride). Run in N1=CC=CC=C1 (pyridine). Run at temperature 40 celsius, time 28 hour. The product is BrC1=CC(=C(NC(C(C)(C)C)=O)C(=C1)Cl)Cl (4-bromo-2,6-dichloro-N-pivaloylaniline). Yield: 96.6%. RXN SMILES: Cl.[Br:2][C:3]1[CH:9]=[C:8]([Cl:10])[C:6]([NH2:7])=[C:5]([Cl:11])[CH:4]=1.[C:12](Cl)(=[O:17])[C:13]([CH3:16])([CH3:15])[CH3:14]>N1C=CC=CC=1>[Br:2][C:3]1[CH:9]=[C:8]([Cl:10])[C:6]([NH:7][C:12](=[O:17])[C:13]([CH3:16])([CH3:15])[CH3:14])=[C:5]([Cl:11])[CH:4]=1 |f:0.1|. Reported procedure: 12.0 g (50.0 mmol) of 4-bromo-2,6-dichloroaniline hydrochloride was dissolved in 50 mL of pyridine, 9.90 mL (80.0 mmol) of pivaloyl chloride and 0.61 g (5.0 mmol) of N,N-dimethylaminopyridine were added and the mixture was stirred at 40° C. for 28 hours. Thereafter, substantially the same manner as that in Reference Example (1) was repeated to give 15.7 g of 4-bromo-2,6-dichloro-N-pivaloylaniline (yield: 97%). Starting materials: [K+], O=CN1CCC(OC2CCCCO2)C1, [OH-], O. The product is C1CCC(OC2CCNC2)OC1. Reaction SMILES: [K+:2].[O:3]1[CH:4]([O:9][CH:10]2[CH2:11][N:12]([CH:15]=[O:16])[CH2:13][CH2:14]2)[CH2:5][CH2:6][CH2:7][CH2:8]1.[OH-:1].[OH2:17]>>[O:3]1[CH:4]([O:9][CH:10]2[CH2:11][NH:12][CH2:13][CH2:14]2)[CH2:5][CH2:6][CH2:7][CH2:8]1. RXN SMILES: [CH2:1]([C@:3]12[C:16]3[C:11](=[CH:12][C:13]([OH:17])=[CH:14][CH:15]=3)[CH2:10][CH2:9][C@@H:8]1[CH2:7][C@:6]([C:19]1[CH:24]=[CH:23][CH:22]=[CH:21][CH:20]=1)([OH:18])[C@@H:5]([OH:25])[CH2:4]2)[CH3:2].Cl.[N:27]1[CH:32]=[CH:31][C:30]([CH2:33]Cl)=[CH:29][CH:28]=1>>[CH2:1]([C@:3]12[C:16]3[C:11](=[CH:12][C:13]([O:17][CH2:33][C:30]4[CH:31]=[CH:32][N:27]=[CH:28][CH:29]=4)=[CH:14][CH:15]=3)[CH2:10][CH2:9][C@@H:8]1[CH2:7][C@:6]([C:19]1[CH:24]=[CH:23][CH:22]=[CH:21][CH:20]=1)([OH:18])[C@@H:5]([OH:25])[CH2:4]2)[CH3:2] |f:1.2|. Procedure: The title compound was prepared starting from the title product of Example 16 and 4-picolyl chloride hydrochloride using a procedure analogous to that outlined for Example 2. Product was isolated by flash chromatography eluting with 25% ethyl acetate in methylene chloride. Mass spectrum: m/e 430 (M+1). The reactants are C(C)[C@]12C[C@@H]([C@](C[C@H]2CCC2=CC(=CC=C12)O)(O)C1=CC=CC=C1)O ((2R,3S,4aR,10aR)-4a-Ethyl-2-phenyl-1,2,3,4,4a,9,10,10a-octahydrophenanthrene-2,3,7-triol), Cl.N1=CC=C(C=C1)CCl (4-picolyl chloride hydrochloride). The product is C(C)[C@]12C[C@@H]([C@](C[C@H]2CCC2=CC(=CC=C12)OCC1=CC=NC=C1)(O)C1=CC=CC=C1)O ((2R,3S,4aR,10aR)-4a-Ethyl-2-phenyl-7-(pyridin-4-ylmethoxy)-1,2,3,4,4a,9,10,10a-octahydrophenanthrene-2,3-diol). Reactants: ClCC1=NC2=CC=CC=C2C(=N1)N(C)C1=C(C=C(C=C1)OCC)F ((2-Chloromethyl-quinazolin-4-yl)-(4-ethoxy-2-fluoro-phenyl)-methyl-amine), Cl.ClCC1=NC2=CC=CC=C2C(=N1)NC1=C(C=C(C=C1)OCC)F ((2-chloromethyl-quinazolin-4-yl)-(4-ethoxy-2-fluoro-phenyl)-amine hydrochloride), CI (methyl iodide), [H-].[Na+] (sodium hydride). Solvent: C1CCOC1 (THF). Reaction conditions: time 4 hour. The product is NCC1=NC2=CC=CC=C2C(=N1)N(C)C1=C(C=C(C=C1)OCC)F ((2-Aminomethyl-quinazolin-4-yl)-(4-ethoxy-2-fluoro-phenyl)-methyl-amine). As a reaction SMILES: Cl[CH2:2][C:3]1[N:12]=[C:11]([N:13]([C:15]2[CH:20]=[CH:19][C:18]([O:21][CH2:22][CH3:23])=[CH:17][C:16]=2[F:24])[CH3:14])[C:10]2[C:5](=[CH:6][CH:7]=[CH:8][CH:9]=2)[N:4]=1.Cl.ClCC1N=C(NC2C=CC(OCC)=CC=2F)C2C(=CC=CC=2)[N:29]=1.CI.[H-].[Na+]>C1COCC1>[NH2:29][CH2:2][C:3]1[N:12]=[C:11]([N:13]([C:15]2[CH:20]=[CH:19][C:18]([O:21][CH2:22][CH3:23])=[CH:17][C:16]=2[F:24])[CH3:14])[C:10]2[C:5](=[CH:6][CH:7]=[CH:8][CH:9]=2)[N:4]=1 |f:1.2,4.5|. Reported procedure: (2-Chloromethyl-quinazolin-4-yl)-(4-ethoxy-2-fluoro-phenyl)-methyl-amine: To (2-chloromethyl-quinazolin-4-yl)-(4-ethoxy-2-fluoro-phenyl)-amine hydrochloride (531 mg, 1.5 mmol) dissolved in THF at 0° C. was added methyl iodide (1.89 mL, 30.3 mmol) and sodium hydride (363 mg, 15.1 mmol). The reaction was stirred at room temperature for 4 h then warmed to room temperature for 1 h. The reaction was quenched with H2O and diluted with EtOAc. The aqueous phase was extracted with EtOAc (3×10 mL). The co... Starting materials: Fc1cc(Br)ccc1CBr, CCOC(C)=O, [Na+], N#C[Na], O=C([O-])O, CN(C)C=O, O. Yields the product N#CCc1ccc(Br)cc1F. Reaction SMILES: [Br:1][c:2]1[cH:3][c:4]([F:10])[c:5]([CH2:8][Br:9])[cH:6][cH:7]1.[CH3:25][CH2:26][O:27][C:28]([CH3:29])=[O:30].[Na+:19].[Na:11][C:12]#[N:13].[O-:15][C:16]([OH:17])=[O:18].[O:20]=[CH:21][N:22]([CH3:23])[CH3:24].[OH2:14]>>[Br:1][c:2]1[cH:3][c:4]([F:10])[c:5]([CH2:8][C:12]#[N:13])[cH:6][cH:7]1. The reactants are CC(C)(C)c1ccc(Br)cc1, CC(C)(C)[O-], Cc1ccccc1, [Cl-], [K+], Nc1ccccc1-c1ccc(OC(F)(F)F)cc1, [NH4+]. Product: CC(C)(C)c1ccc(Nc2ccccc2-c2ccc(OC(F)(F)F)cc2)cc1. Reaction SMILES: [Br:19][c:20]1[cH:21][cH:22][c:23]([C:26]([CH3:27])([CH3:28])[CH3:29])[cH:24][cH:25]1.[CH3:30][C:31]([CH3:32])([O-:33])[CH3:34].[CH3:38][c:39]1[cH:40][cH:41][cH:42][cH:43][cH:44]1.[Cl-:36].[K+:35].[NH2:1][c:2]1[c:3](-[c:8]2[cH:9][cH:10][c:11]([O:14][C:15]([F:16])([F:17])[F:18])[cH:12][cH:13]2)[cH:4][cH:5][cH:6][cH:7]1.[NH4+:37]>>[NH:1]([c:2]1[c:3](-[c:8]2[cH:9][cH:10][c:11]([O:14][C:15]([F:16])([F:17])[F:18])[cH:12][cH:13]2)[cH:4][cH:5][cH:6][cH:7]1)[c:20]1[cH:21][cH:22][c:23]([C:26]([CH3:27])([CH3:28])[CH3:29])[cH:24][cH:25]1.